Dataset: the Open Reaction Database (ORD), a public repository of structured organic reaction records. Task: describe an organic reaction: reactants, conditions, products, and yield Reactants: BrC=1C(=C2CCC(NC2=CC1)=O)Cl (6-bromo-5-chloro-3,4-dihydroquinolin-2(1H)-one), COC=1C=CC(=CC1)P2(=S)SP(=S)(S2)C=3C=CC(=CC3)OC (Lawesson's reagent). Run in C1(=CC=CC=C1)C (toluene). Run at temperature 100 celsius. The product is BrC=1C(=C2CCC(NC2=CC1)=S)Cl (6-bromo-5-chloro-3,4-dihydroquinoline-2(1H)-thione). RXN SMILES: [Br:1][C:2]1[C:3]([Cl:13])=[C:4]2[C:9](=[CH:10][CH:11]=1)[NH:8][C:7](=O)[CH2:6][CH2:5]2.COC1C=CC(P2(SP(C3C=CC(OC)=CC=3)(=S)S2)=[S:23])=CC=1>C1(C)C=CC=CC=1>[Br:1][C:2]1[C:3]([Cl:13])=[C:4]2[C:9](=[CH:10][CH:11]=1)[NH:8][C:7](=[S:23])[CH2:6][CH2:5]2. Reported procedure: To a stirred solution of 6-bromo-5-chloro-3,4-dihydroquinolin-2(1H)-one (143-5; 1.2 g, 0.0046 mol) in toluene (20 mL) was added Lawesson's reagent (1.8 g, 0.0046 mol). Reaction mass was refluxed at 100° C. for 12 h. The reaction mixture was concentrated and directly purified by silica gel column chromatography to obtain title compound 6-bromo-5-chloro-3,4-dihydroquinoline-2(1H)-thione. MS (M+1): 277.8. The reactants are COC(C=1C(N)=CC=CC1)=O (anthranilic acid methyl ester), C(C)O (ethanol), C([O-])([O-])=O.[K+].[K+] (potassium carbonate). The solvent is CO (Methanol). Reaction conditions: time 20 hour. Product: 441, C(C)OC(C=1C(N)=CC=CC1)=O (anthranilic acid ethyl ester). The yield is 89.0%. RXN SMILES: [CH3:1][O:2][C:3](=[O:11])[C:4]1[C:5](=[CH:7][CH:8]=[CH:9][CH:10]=1)[NH2:6].[CH2:12](O)C.C(=O)([O-])[O-].[K+].[K+]>CO>[CH2:1]([O:2][C:3](=[O:11])[C:4]1[C:5](=[CH:7][CH:8]=[CH:9][CH:10]=1)[NH2:6])[CH3:12] |f:2.3.4|. Procedure details: 453 parts of anthranilic acid methyl ester are refluxed with 900 parts of ethanol and 30 parts of potassium carbonate for half an hour. Methanol which is set free during the reaction is then distilled off over a column. The complete transesterification requires about 20 hours. After an intermediate fraction containing methanol and ethanol as well, the excess of ethanol is distilled off. By distillation of the residue under reduced pressure there are obtained 441 parts of anthranilic acid ethyl e... Starting materials: C(C)(C)(C)OC(=O)N1CCC(CC1)=O (1-(tert-Butoxycarbonyl)-4-piperidone), ClC1=CC=C(N)C=C1 (4-chloroaniline). Yields the product C(C)(C)(C)OC(=O)N1CCC(CC1)NC1=CC=C(C=C1)Cl (1-(tert-Butoxycarbonyl)-4-[(4-chlorophenyl)amino]piperidine). As a reaction SMILES: [C:1]([O:5][C:6]([N:8]1[CH2:13][CH2:12][C:11](=O)[CH2:10][CH2:9]1)=[O:7])([CH3:4])([CH3:3])[CH3:2].[Cl:15][C:16]1[CH:22]=[CH:21][C:19]([NH2:20])=[CH:18][CH:17]=1>>[C:1]([O:5][C:6]([N:8]1[CH2:13][CH2:12][CH:11]([NH:20][C:19]2[CH:21]=[CH:22][C:16]([Cl:15])=[CH:17][CH:18]=2)[CH2:10][CH2:9]1)=[O:7])([CH3:4])([CH3:3])[CH3:2]. Procedure details: 1-(tert-Butoxycarbonyl)-4-piperidone (5.00 g) and 4-chloroaniline (3.05 g) was treated in the same manner as described in Preparation Example 37 to give white powder of the title compound. Reactants: C(C=C)C1(C(NC(NC1=O)=O)=O)C(C)(C)C(=O)O (5-allyl-5-(1-carboxy-isopropyl)barbituric acid), product, C(=O)(N1C=NC=C1)N1C=NC=C1 (1,1'-carbonyldiimidazole), NCCCN (1,3-diaminopropane). The solvent is O1CCCC1 (tetrahydrofuran). Product: C(C=C)C1(C(NC(NC1=O)=O)=O)C(C)(C)C(NCCCN)=O (5-Allyl-5-[1-(3-aminopropylcarbamoyl)-isopropyl]barbituric acid). As a reaction SMILES: [CH2:1]([C:4]1([C:13]([C:16]([OH:18])=O)([CH3:15])[CH3:14])[C:9](=[O:10])[NH:8][C:7](=[O:11])[NH:6][C:5]1=[O:12])[CH:2]=[CH2:3].C(N1C=CN=C1)(N1C=CN=C1)=O.[NH2:31][CH2:32][CH2:33][CH2:34][NH2:35]>O1CCCC1>[CH2:1]([C:4]1([C:13]([C:16](=[O:18])[NH:31][CH2:32][CH2:33][CH2:34][NH2:35])([CH3:14])[CH3:15])[C:5](=[O:12])[NH:6][C:7](=[O:11])[NH:8][C:9]1=[O:10])[CH:2]=[CH2:3]. Procedure details: 5-Allyl-5-[1-(3-aminopropylcarbamoyl)-isopropyl]barbituric acid was prepared from 2.5 g. of 5-allyl-5-(1-carboxy-isopropyl)barbituric acid, 2 g. of 1,1'-carbonyldiimidazole, 100 ml. of tetrahydrofuran and 4 g. of 1,3-diaminopropane by the above procedure. The product melted at 202°-203°. Starting materials: ClCCCl, Cc1csc(-c2nn(CC(=O)O)c(=O)n2CC(C)C)c1Cl, Cl, NCc1cccc(C(F)(F)F)c1, CN(C)C=O, O, On1nnc2ccccc21. Reaction SMILES: [CH2:44]([Cl:45])[CH2:46][Cl:47].[Cl:1][c:2]1[c:3](-[c:8]2[n:9][n:10]([CH2:18][C:19](=[O:20])[OH:21])[c:11](=[O:17])[n:12]2[CH2:13][CH:14]([CH3:15])[CH3:16])[s:4][cH:5][c:6]1[CH3:7].[ClH:48].[F:22][C:23]([c:24]1[cH:25][c:26]([CH2:27][NH2:28])[cH:29][cH:30][cH:31]1)([F:32])[F:33].[O:49]=[CH:50][N:51]([CH3:52])[CH3:53].[OH2:54].[OH:34][n:35]1[c:36]2[c:37]([cH:38][cH:39][cH:40][cH:41]2)[n:42][n:43]1>>[Cl:1][c:2]1[c:3](-[c:8]2[n:9][n:10]([CH2:18][C:19](=[O:21])[NH:28][CH2:27][c:26]3[cH:25][c:24]([C:23]([F:22])([F:32])[F:33])[cH:31][cH:30][cH:29]3)[c:11](=[O:17])[n:12]2[CH2:13][CH:14]([CH3:15])[CH3:16])[s:4][cH:5][c:6]1[CH3:7]. Product: Cc1csc(-c2nn(CC(=O)NCc3cccc(C(F)(F)F)c3)c(=O)n2CC(C)C)c1Cl.